Dataset: the Open Reaction Database (ORD), a public repository of structured organic reaction records. Task: describe an organic reaction: reactants, conditions, products, and yield Reactants: C1CCOC1, Cc1oc(-c2ccccc2)nc1CCO, O=[N+]([O-])c1ccc(Cl)nc1, [H-], [Na+], O. Product: Cc1oc(-c2ccccc2)nc1CCOc1ccc([N+](=O)[O-])cn1. As a reaction SMILES: [CH2:29]1[O:30][CH2:31][CH2:32][CH2:33]1.[CH3:11][c:12]1[c:13]([CH2:23][CH2:24][OH:25])[n:14][c:15](-[c:17]2[cH:18][cH:19][cH:20][cH:21][cH:22]2)[o:16]1.[Cl:1][c:2]1[n:3][cH:4][c:5]([N+:8](=[O:9])[O-:10])[cH:6][cH:7]1.[H-:26].[Na+:27].[OH2:28]>>[c:2]1([O:25][CH2:24][CH2:23][c:13]2[c:12]([CH3:11])[o:16][c:15](-[c:17]3[cH:18][cH:19][cH:20][cH:21][cH:22]3)[n:14]2)[n:3][cH:4][c:5]([N+:8](=[O:9])[O-:10])[cH:6][cH:7]1. Reaction SMILES: [CH2:58]1[O:59][CH2:60][CH2:61][CH2:62]1.[CH2:63]([Cl:64])[Cl:65].[CH3:23][S:24](=[O:25])(=[O:26])[c:27]1[cH:28][c:29]([CH2:33][NH2:34])[cH:30][cH:31][cH:32]1.[CH:1]([N:2]([CH:3]([CH3:4])[CH3:5])[CH2:6][CH3:7])([CH3:8])[CH3:9].[Cl:10][c:11]1[n:12][cH:13][c:14]([C:18]([F:19])([F:20])[F:21])[c:15]([Cl:17])[n:16]1.[Cl:35][c:36]1[c:37]([C:38]([F:39])([F:40])[F:41])[cH:42][n:43][c:44]([NH:45][CH2:46][c:47]2[cH:48][cH:49][cH:50][c:51]([S:52]([CH3:53])(=[O:54])=[O:55])[cH:56]2)[n:57]1.[ClH:22]>>[Cl:10][c:11]1[n:12][cH:13][c:14]([C:18]([F:19])([F:20])[F:21])[c:15]([NH:34][CH2:33][c:29]2[cH:28][c:27]([S:24]([CH3:23])(=[O:25])=[O:26])[cH:32][cH:31][cH:30]2)[n:16]1. Reactants: C1CCOC1, ClCCl, CS(=O)(=O)c1cccc(CN)c1, CCN(C(C)C)C(C)C, FC(F)(F)c1cnc(Cl)nc1Cl, CS(=O)(=O)c1cccc(CNc2ncc(C(F)(F)F)c(Cl)n2)c1, Cl. Yields the product CS(=O)(=O)c1cccc(CNc2nc(Cl)ncc2C(F)(F)F)c1. Reactants: O (water), C(C)C=1N(C2=CC=CC(=C2C1)O)CC1=C(C=CC=C1)C1=CC=CC=C1 (2-Ethyl-4-hydroxy-1-(2-phenyl-phenylmethyl)-1H-indole), C([O-])([O-])=O.[Cs+].[Cs+] (cesium carbonate), BrCC(=O)OC(C)(C)C (t-butyl bromoacetate). Solvent: CN(C=O)C (dimethylformamide). The product is C(C)(C)(C)OC(COC1=C2C=C(N(C2=CC=C1)CC1=C(C=CC=C1)C1=CC=CC=C1)CC)=O ([[2-ethyl-1-(2-phenyl-phenylmethyl)-1H-indol-4-yl]oxy]acetic acid tert-butyl ester). RXN SMILES: [CH2:1]([C:3]1[N:4]([CH2:13][C:14]2[CH:19]=[CH:18][CH:17]=[CH:16][C:15]=2[C:20]2[CH:25]=[CH:24][CH:23]=[CH:22][CH:21]=2)[C:5]2[C:10]([CH:11]=1)=[C:9]([OH:12])[CH:8]=[CH:7][CH:6]=2)[CH3:2].C(=O)([O-])[O-].[Cs+].[Cs+].Br[CH2:33][C:34]([O:36][C:37]([CH3:40])([CH3:39])[CH3:38])=[O:35].O>CN(C)C=O>[C:37]([O:36][C:34](=[O:35])[CH2:33][O:12][C:9]1[CH:8]=[CH:7][CH:6]=[C:5]2[C:10]=1[CH:11]=[C:3]([CH2:1][CH3:2])[N:4]2[CH2:13][C:14]1[CH:19]=[CH:18][CH:17]=[CH:16][C:15]=1[C:20]1[CH:25]=[CH:24][CH:23]=[CH:22][CH:21]=1)([CH3:40])([CH3:39])[CH3:38] |f:1.2.3|. Procedure details: 2-Ethyl-4-hydroxy-1-(2-phenyl-phenylmethyl)-1H-indole (0.8 g, 0.00245 mol) was added to a slurry of cesium carbonate (0.98 g, 0.003 mol) in 15 mL of dimethylformamide, stirred at room temperature for ten minutes and then the t-butyl bromoacetate was added all at once. After stirring at room temperature overnight, the solution was poured into water and extracted in ethyl acetate. The organic layer was washed with water, dried over magnesium sulfate, filtered and concentrated to an oil that crysta...